Dataset: the Open Reaction Database (ORD), a public repository of structured organic reaction records. Task: describe an organic reaction: reactants, conditions, products, and yield Reactants: CC(NC(=O)OC(C)(C)C)C(=O)O, CC(C)N=C=NC(C)C, COc1cc(-n2cnc3cc(-c4ccc(Cl)cc4)sc3c2=O)ccc1OCC1(O)CC(F)(F)C1, ClCCl. Product: COc1cc(-n2cnc3cc(-c4ccc(Cl)cc4)sc3c2=O)ccc1OCC1(OC(=O)C(C)NC(=O)OC(C)(C)C)CC(F)(F)C1. As a reaction SMILES: [C:1](=[O:2])([O:3][C:4]([CH3:5])([CH3:6])[CH3:7])[NH:8][CH:9]([CH3:10])[C:11](=[O:12])[OH:13].[CH:48]([N:49]=[C:50]=[N:51][CH:52]([CH3:53])[CH3:54])([CH3:55])[CH3:56].[Cl:14][c:15]1[cH:16][cH:17][c:18](-[c:21]2[cH:22][c:23]3[n:24][cH:25][n:26](-[c:31]4[cH:32][c:33]([O:46][CH3:47])[c:34]([O:37][CH2:38][C:39]5([OH:45])[CH2:40][C:41]([F:43])([F:44])[CH2:42]5)[cH:35][cH:36]4)[c:27](=[O:30])[c:28]3[s:29]2)[cH:19][cH:20]1.[Cl:57][CH2:58][Cl:59]>>[C:1](=[O:2])([O:3][C:4]([CH3:5])([CH3:6])[CH3:7])[NH:8][CH:9]([CH3:10])[C:11](=[O:12])[O:13][C:39]1([CH2:38][O:37][c:34]2[c:33]([O:46][CH3:47])[cH:32][c:31](-[n:26]3[cH:25][n:24][c:23]4[cH:22][c:21](-[c:18]5[cH:17][cH:16][c:15]([Cl:14])[cH:20][cH:19]5)[s:29][c:28]4[c:27]3=[O:30])[cH:36][cH:35]2)[CH2:40][C:41]([F:43])([F:44])[CH2:42]1. Starting materials: [Br-], BrCCBr, CCCC[N+](CCCC)(CCCC)CCCC, C1CCOC1, Nc1nc(Cl)c2cc[nH]c2n1, [Na+], [OH-]. Product: Nc1nc(Cl)c2ccn(CCBr)c2n1. RXN SMILES: [Br-:18].[Br:12][CH2:13][CH2:14][Br:15].[CH2:19]([N+:20]([CH2:21][CH2:22][CH2:23][CH3:24])([CH2:25][CH2:26][CH2:27][CH3:28])[CH2:29][CH2:30][CH2:31][CH3:32])[CH2:33][CH2:34][CH3:35].[CH2:36]1[O:37][CH2:38][CH2:39][CH2:40]1.[Cl:1][c:2]1[c:3]2[c:4]([n:5][c:6]([NH2:8])[n:7]1)[nH:9][cH:10][cH:11]2.[Na+:17].[OH-:16]>>[Cl:1][c:2]1[c:3]2[c:4]([n:5][c:6]([NH2:8])[n:7]1)[n:9]([CH2:14][CH2:13][Br:12])[cH:10][cH:11]2. The product is C(CCCCCCCCC)(=O)NC(OCC=1N(C(=C(N1)C(C)C)SC1=CC(=CC(=C1)Cl)Cl)CC)=O (5-(3,5-Dichlorophenylthio)-1-ethyl-4-isopropyl-1H-imidazol-2-ylmethyl decanoylcarbamate). The yield is 88.8%. As a reaction SMILES: [OH:1][CH2:2][C:3]1[N:4]([CH2:20][CH3:21])[C:5]([S:11][C:12]2[CH:17]=[C:16]([Cl:18])[CH:15]=[C:14]([Cl:19])[CH:13]=2)=[C:6]([CH:8]([CH3:10])[CH3:9])[N:7]=1.C(=O)([O-])N.[C:26]([N:37]=[C:38]=[O:39])(=[O:36])[CH2:27][CH2:28][CH2:29][CH2:30][CH2:31][CH2:32][CH2:33][CH2:34][CH3:35]>>[C:26]([NH:37][C:38](=[O:39])[O:1][CH2:2][C:3]1[N:4]([CH2:20][CH3:21])[C:5]([S:11][C:12]2[CH:17]=[C:16]([Cl:18])[CH:15]=[C:14]([Cl:19])[CH:13]=2)=[C:6]([CH:8]([CH3:9])[CH3:10])[N:7]=1)(=[O:36])[CH2:27][CH2:28][CH2:29][CH2:30][CH2:31][CH2:32][CH2:33][CH2:34][CH3:35]. Reactants: OCC=1N(C(=C(N1)C(C)C)SC1=CC(=CC(=C1)Cl)Cl)CC (2-hydroxymethyl-5-(3,5-dichlorophenylthio)-4-isopropyl-1-ethyl-1H-imidazole), C(N)([O-])=O (carbamate), C(CCCCCCCCC)(=O)N=C=O (decanoyl isocyanate). Reported procedure: The compound 19 (240 mg, 0.695 mmol) was converted to the carbamate with decanoyl isocyanate (205 mg, 1.04 mmol) in the same manner as the example 66 to give the compound 83 (335 mg, 92%) as crystals. Mp. 102-103° C. Rf 0.28 (1:2 EtOAc - hexane). Starting materials: N1C=CC=2C1=C(N=CC2)NC(C)=O (N-(1H-pyrrolo[2,3-c]pyridin-7-yl) acetamide), ClC1=C(C(=CC(=C1)C(NCCC)=O)Cl)C(=O)Cl (2,6-dichloro-4-(1-propylcarbamoyl)benzene carbonyl chloride). Product: C(C)(=O)NC=1N=CC=C2C1NC=C2C(=O)C2=C(C=C(C(=O)NCCC)C=C2Cl)Cl (4-{[7-(Acetylamino)-1H-pyrrolo[2,3-c]pyridin-3-yl]carbonyl}-3,5-dichloro-N-propylbenzamide). As a reaction SMILES: [NH:1]1[C:5]2=[C:6]([NH:10][C:11](=[O:13])[CH3:12])[N:7]=[CH:8][CH:9]=[C:4]2[CH:3]=[CH:2]1.[Cl:14][C:15]1[CH:20]=[C:19]([C:21](=[O:26])[NH:22][CH2:23][CH2:24][CH3:25])[CH:18]=[C:17]([Cl:27])[C:16]=1[C:28](Cl)=[O:29]>>[C:11]([NH:10][C:6]1[N:7]=[CH:8][CH:9]=[C:4]2[C:3]([C:28]([C:16]3[C:17]([Cl:27])=[CH:18][C:19]([C:21]([NH:22][CH2:23][CH2:24][CH3:25])=[O:26])=[CH:20][C:15]=3[Cl:14])=[O:29])=[CH:2][NH:1][C:5]=12)(=[O:13])[CH3:12]. Procedure details: 4-{[7-(Acetylamino)-1H-pyrrolo[2,3-c]pyridin-3-yl]carbonyl}-3,5-dichloro-N-propylbenzamide was prepared from N-(1H-pyrrolo[2,3-c]pyridin-7-yl) acetamide and 2,6-dichloro-4-(1-propylcarbamoyl)benzene carbonyl chloride (Compound No. 15).